The task is: describe an organic reaction: reactants, conditions, products, and yield. This data is from the Open Reaction Database (ORD), a public repository of structured organic reaction records. Starting materials: C1CCOC1, Cn1cc(S(=O)(=O)Cl)c2ccccc21, N. Product: Cn1cc(S(N)(=O)=O)c2ccccc21. As a reaction SMILES: [CH2:16]1[O:17][CH2:18][CH2:19][CH2:20]1.[CH3:1][n:2]1[cH:3][c:4]([S:11](=[O:12])(=[O:13])[Cl:14])[c:5]2[cH:6][cH:7][cH:8][cH:9][c:10]12.[NH3:15]>>[CH3:1][n:2]1[cH:3][c:4]([S:11](=[O:12])(=[O:13])[NH2:15])[c:5]2[cH:6][cH:7][cH:8][cH:9][c:10]12.